This data is from the Open Reaction Database (ORD), a public repository of structured organic reaction records. The task is: describe an organic reaction: reactants, conditions, products, and yield Yields the product C(C=CC1=CC=CC=C1)(=O)OC1=CC=C(C=C1)NC1=CC=CC=C1 (4-Anilinophenyl cinnamate), product. Reported procedure: 4-Anilinophenyl cinnamate was prepared by adding a solution of 18.2 grams of cinnamoyl chloride in 50 milliliters of benzene to a solution of the sodium salt of 4-anilinophenol which was prepared by dissolving 18.5 grams of 4-anilinophenol in a solution of 4 grams of sodium hydroxide in 100 milliliters of ethanol. The addition was accomplished in 30 minutes and the reaction mixture was stirred for one hour. The mixture was then poured into 150 milliliters of water. The organic layer was separate... Conditions: time 30 minute. Starting materials: C(C=CC1=CC=CC=C1)(=O)Cl (cinnamoyl chloride), [Na] (sodium), N(C1=CC=CC=C1)C1=CC=C(C=C1)O (4-anilinophenol), N(C1=CC=CC=C1)C1=CC=C(C=C1)O (4-anilinophenol), O (water). Solvent: C1=CC=CC=C1 (benzene), [OH-].[Na+] (sodium hydroxide), C(C)O (ethanol). Reaction SMILES: [C:1](Cl)(=[O:10])[CH:2]=[CH:3][C:4]1[CH:9]=[CH:8][CH:7]=[CH:6][CH:5]=1.[Na].[NH:13]([C:20]1[CH:25]=[CH:24][C:23]([OH:26])=[CH:22][CH:21]=1)[C:14]1[CH:19]=[CH:18][CH:17]=[CH:16][CH:15]=1.O>C1C=CC=CC=1.[OH-].[Na+].C(O)C>[C:1]([O:26][C:23]1[CH:22]=[CH:21][C:20]([NH:13][C:14]2[CH:19]=[CH:18][CH:17]=[CH:16][CH:15]=2)=[CH:25][CH:24]=1)(=[O:10])[CH:2]=[CH:3][C:4]1[CH:9]=[CH:8][CH:7]=[CH:6][CH:5]=1 |f:5.6,^1:11|. The reactants are CN(C(C(=S)OCC)=CC=C(C(=O)OCC)C1=CC=CC=C1)C (diethyl 2-dimethylamino-5-phenylthio-2,4-hexadienedioate), CC[O-].[Na+] (sodium ethylate), ClC1=CC=C(C=C1)SCC(=O)OCC (ethyl (4-chlorophenylthio)acetate), F[B-](F)(F)F.CN(C(=CC=[N+](C)C)C(=O)OCC)C (N-(3-dimethylamino-3-ethoxycarbonylpropenylidene)-N-methylmethanaminium tetrafluoroborate), ethanolic solution. Run in C(C)O (ethanol). Yields the product ClC1=CC=C(C=C1)SC(=CC=C(C(=O)OCC)N(C)C)C(=O)OCC (Diethyl 5-(4-chlorophenylthio)-2-dimethylamino-2,4-hexadienedioate). The yield is 99.3%. As a reaction SMILES: CN(C)C(=CC=C(C1C=CC=CC=1)C(OCC)=O)C(OCC)=S.F[B-](F)(F)F.[CH3:29][N:30]([CH3:42])[C:31]([C:37]([O:39][CH2:40][CH3:41])=[O:38])=[CH:32][CH:33]=[N+](C)C.CC[O-].[Na+].[Cl:47][C:48]1[CH:53]=[CH:52][C:51]([S:54][CH2:55][C:56]([O:58][CH2:59][CH3:60])=[O:57])=[CH:50][CH:49]=1>C(O)C>[Cl:47][C:48]1[CH:53]=[CH:52][C:51]([S:54][C:55]([C:56]([O:58][CH2:59][CH3:60])=[O:57])=[CH:33][CH:32]=[C:31]([N:30]([CH3:42])[CH3:29])[C:37]([O:39][CH2:40][CH3:41])=[O:38])=[CH:50][CH:49]=1 |f:1.2,3.4|. Procedure: The procedure is as in Example 2 for the preparation of diethyl 2-dimethylamino-5-phenylthio-2,4-hexadienedioate, starting with N-(3-dimethylamino-3-ethoxycarbonylpropenylidene)-N-methylmethanaminium tetrafluoroborate (14.3 g), a 2M ethanolic solution of sodium ethylate (25 cc) and ethyl (4-chlorophenylthio)acetate (11.5 g) in ethanol (100 cc). Diethyl 5-(4-chlorophenylthio)-2-dimethylamino-2,4-hexadienedioate (19 g) is thereby obtained, and is used in the crude state in the subsequent phases. Reactants: ClC1=C(C=CC=C1)N1CCNCC1 (1-(2-chlorophenyl)piperazine), ClCCC1CN(C(O1)=O)C (5-(2-chloroethyl)-3-methyl-2-oxazolidinone), C([O-])([O-])=O.[Na+].[Na+] (sodium carbonate), [I-].[K+] (potassium iodide). Solvent: C(CCC)O (1-butanol), CC(C)O (2-propanol). The product is ClC1=C(C=CC=C1)N1CCN(CC1)CCC1CN(C(O1)=O)C (5-[2-[4-(2-chlorophenyl)-1-piperazinyl]ethyl]-3-methyl-2-oxazolidinone). Yield: 75.0%. As a reaction SMILES: [Cl:1][C:2]1[CH:7]=[CH:6][CH:5]=[CH:4][C:3]=1[N:8]1[CH2:13][CH2:12][NH:11][CH2:10][CH2:9]1.Cl[CH2:15][CH2:16][CH:17]1[O:21][C:20](=[O:22])[N:19]([CH3:23])[CH2:18]1.C(=O)([O-])[O-].[Na+].[Na+].[I-].[K+]>C(O)CCC.CC(O)C>[Cl:1][C:2]1[CH:7]=[CH:6][CH:5]=[CH:4][C:3]=1[N:8]1[CH2:13][CH2:12][N:11]([CH2:15][CH2:16][CH:17]2[O:21][C:20](=[O:22])[N:19]([CH3:23])[CH2:18]2)[CH2:10][CH2:9]1 |f:2.3.4,5.6|. Reported procedure: This compound was prepared according to the procedure of Example 2. A mixture of 5.5 g (0.028 mol) of 1-(2-chlorophenyl)piperazine (Aldrich), 4.6 g (0.028 mol) of 5-(2-chloroethyl)-3-methyl-2-oxazolidinone, 8.9 g (0.08 mol) of anhydrous sodium carbonate and 0.4 g of potassium iodide in 150 mL of 1-butanol gave 6.8 g (75%) of off-white solid, mp 79.5°-81.5° C. (2-propanol). The reactants are C1CCOC1, CCc1ccc(CC(N)C(=O)N2CCN(C3CCN(C)CC3)CC2)cc1CC, O=C1Nc2ccccc2CCN1C1CCNCC1, CN(C)C=O. The product is CCc1ccc(CC(NC(=O)N2CCC(N3CCc4ccccc4NC3=O)CC2)C(=O)N2CCN(C3CCN(C)CC3)CC2)cc1CC. Reaction SMILES: [CH2:47]1[CH2:49][CH2:48][CH2:50][O:51]1.[NH2:1][CH:2]([C:3](=[O:4])[N:5]1[CH2:6][CH2:7][N:8]([CH:11]2[CH2:12][CH2:13][N:14]([CH3:17])[CH2:15][CH2:16]2)[CH2:9][CH2:10]1)[CH2:18][c:19]1[cH:20][c:21]([CH2:27][CH3:28])[c:22]([CH2:25][CH3:26])[cH:23][cH:24]1.[NH:29]1[CH2:30][CH2:31][CH:32]([N:35]2[C:36](=[O:46])[NH:37][c:38]3[c:39]([cH:42][cH:43][cH:44][cH:45]3)[CH2:40][CH2:41]2)[CH2:33][CH2:34]1.[O:52]=[CH:53][N:54]([CH3:55])[CH3:56]>>[NH:1]([CH:2]([C:3](=[O:4])[N:5]1[CH2:6][CH2:7][N:8]([CH:11]2[CH2:12][CH2:13][N:14]([CH3:17])[CH2:15][CH2:16]2)[CH2:9][CH2:10]1)[CH2:18][c:19]1[cH:20][c:21]([CH2:27][CH3:28])[c:22]([CH2:25][CH3:26])[cH:23][cH:24]1)[C:50]([N:29]1[CH2:30][CH2:31][CH:32]([N:35]2[C:36](=[O:46])[NH:37][c:38]3[c:39]([cH:42][cH:43][cH:44][cH:45]3)[CH2:40][CH2:41]2)[CH2:33][CH2:34]1)=[O:51]. The reactants are ice, [H-].[Na+] (sodium hydride), ClC(F)F (chlorodifluoromethane), C(C)OC(C)(OCC)P(OCC)=O (ethyl 1,1-diethoxyethylphosphinate). Run in O1CCCC1 (tetrahydrofuran). Reaction conditions: time 1 hour. Yields the product C(C)OC(C)(OCC)P(OCC)(=O)C(F)F (ethyl 1,1-diethoxyethyl(difluoromethyl)phosphinate). RXN SMILES: [H-].[Na+].[CH2:3]([O:5][C:6]([PH:11](=[O:15])[O:12][CH2:13][CH3:14])([O:8][CH2:9][CH3:10])[CH3:7])[CH3:4].Cl[CH:17]([F:19])[F:18]>O1CCCC1>[CH2:9]([O:8][C:6]([P:11]([CH:17]([F:19])[F:18])(=[O:15])[O:12][CH2:13][CH3:14])([O:5][CH2:3][CH3:4])[CH3:7])[CH3:10] |f:0.1|. Reported procedure: To a suspension of 15.8 g of sodium hydride (dispersion in oil) in 500 ml of tetrahydrofuran are added dropwise 67 g (300 mMol) of ethyl 1,1-diethoxyethylphosphinate at such a rate so that the temperature does not exceed 25° C. This mixture is stirred for one hour at room temperature, then cooled to -10° C. and 77.8 g (900 mMol) of chlorodifluoromethane are introduced. Stirring is continued for another 2 hours at room temperature, then 100 ml of ice-cold water are added. The mixture is extracted...